This data is from the Open Reaction Database (ORD), a public repository of structured organic reaction records. The task is: describe an organic reaction: reactants, conditions, products, and yield The reactants are O=C1CCC1, CC(=O)O[BH-](OC(C)=O)OC(C)=O, O=C([O-])O, CC(=O)O, CC(Cl)Cl, COc1cc(-n2ccc3nc(-c4ccc(C(F)(F)F)cc4)sc3c2=O)ccc1OC1CNC1, [Na+], [Na+]. Yields the product COc1cc(-n2ccc3nc(-c4ccc(C(F)(F)F)cc4)sc3c2=O)ccc1OC1CN(C2CCC2)C1. RXN SMILES: [C:34]1(=[O:38])[CH2:35][CH2:36][CH2:37]1.[C:39]([O:40][BH-:41]([O:42][C:43](=[O:44])[CH3:45])[O:46][C:47](=[O:48])[CH3:49])(=[O:50])[CH3:51].[C:57](=[O:58])([OH:59])[O-:60].[CH3:53][C:54](=[O:55])[OH:56].[Cl:62][CH:63]([Cl:64])[CH3:65].[NH:1]1[CH2:2][CH:3]([O:5][c:6]2[c:7]([O:32][CH3:33])[cH:8][c:9](-[n:12]3[c:13](=[O:31])[c:14]4[c:15]([cH:16][cH:17]3)[n:18][c:19](-[c:21]3[cH:22][cH:23][c:24]([C:27]([F:28])([F:29])[F:30])[cH:25][cH:26]3)[s:20]4)[cH:10][cH:11]2)[CH2:4]1.[Na+:52].[Na+:61]>>[N:1]1([CH:34]2[CH2:35][CH2:36][CH2:37]2)[CH2:2][CH:3]([O:5][c:6]2[c:7]([O:32][CH3:33])[cH:8][c:9](-[n:12]3[c:13](=[O:31])[c:14]4[c:15]([cH:16][cH:17]3)[n:18][c:19](-[c:21]3[cH:22][cH:23][c:24]([C:27]([F:28])([F:29])[F:30])[cH:25][cH:26]3)[s:20]4)[cH:10][cH:11]2)[CH2:4]1.